Dataset: the Open Reaction Database (ORD), a public repository of structured organic reaction records. Task: describe an organic reaction: reactants, conditions, products, and yield Starting materials: BrC1=CN=C(S1)CC(C)C (5-bromo-2-isobutylthiazole), C(CCC)[Li] (n-butyllithium), CCCCCC (hexane), C(C)(C)OB1OC(C(O1)(C)C)(C)C (2-isopropoxy-4,4,5,5-tetramethyl-1,3,2-dioxaborolane). The solvent is C1CCOC1 (THF). Reaction conditions: temperature -78 celsius, time 10 minute. Yields the product C(C(C)C)C=1SC(=CN1)B1OC(C(O1)(C)C)(C)C (2-Isobutyl-5-(4,4,5,5-tetramethyl-1,3,2-dioxaborolan-2-yl)thiazole). Yield: 17.8%. As a reaction SMILES: Br[C:2]1[S:6][C:5]([CH2:7][CH:8]([CH3:10])[CH3:9])=[N:4][CH:3]=1.C([Li])CCC.CCCCCC.C(O[B:26]1[O:30][C:29]([CH3:32])([CH3:31])[C:28]([CH3:34])([CH3:33])[O:27]1)(C)C>C1COCC1>[CH2:7]([C:5]1[S:6][C:2]([B:26]2[O:30][C:29]([CH3:32])([CH3:31])[C:28]([CH3:34])([CH3:33])[O:27]2)=[CH:3][N:4]=1)[CH:8]([CH3:10])[CH3:9]. Reported procedure: To a solution of 5-bromo-2-isobutylthiazole (2.10 g, 9.54 mmol) in THF (20 mL) was added 1.6 M n-butyllithium in hexane solution (7.15 mL, 11.44 mmol) dropwise over 45 minutes at −78° C. The resulting solution was stirred at −78° C. for 10 minutes. Then the 2-isopropoxy-4,4,5,5-tetramethyl-1,3,2-dioxaborolane (2.13 g, 11.44 mmol) was added to the above solution and stirred at −78° C. for 1.5 hours. The reaction was quenched with 1:1 saturated ammonium chloride and water and warmed up to close to...